This data is from the Open Reaction Database (ORD), a public repository of structured organic reaction records. The task is: describe an organic reaction: reactants, conditions, products, and yield The reactants are [Br-].C(=O)(O)C(CCCC[P+](C1=CC=CC=C1)(C1=CC=CC=C1)C1=CC=CC=C1)(C)C (5-carboxy-5,5-dimethylpentyltriphenylphosphonium bromide), CS(=O)C (dimethylsulfoxide), C(C1=CC=CC=C1)(=O)C=1C=NC=CC1 (3-benzoylpyridine). Run in O (Water). Conditions: temperature 80 celsius, time 10 minute. Yields the product ( E ), CC(C(=O)O)(CCC\C=C(/C=1C=NC=CC1)\C1=CC=CC=C1)C ((Z)-2,2-dimethyl-7-phenyl-7-(3-pyridyl)-6-heptenoic acid). As a reaction SMILES: [Br-].[C:2]([C:5]([CH3:30])([CH3:29])[CH2:6][CH2:7][CH2:8][CH2:9][P+](C1C=CC=CC=1)(C1C=CC=CC=1)C1C=CC=CC=1)([OH:4])=[O:3].CS(C)=O.[C:35]([C:43]1[CH:44]=[N:45][CH:46]=[CH:47][CH:48]=1)(=O)[C:36]1[CH:41]=[CH:40][CH:39]=[CH:38][CH:37]=1>O>[CH3:29][C:5]([CH3:30])([CH2:6][CH2:7][CH2:8]/[CH:9]=[C:35](/[C:36]1[CH:41]=[CH:40][CH:39]=[CH:38][CH:37]=1)\[C:43]1[CH:44]=[N:45][CH:46]=[CH:47][CH:48]=1)[C:2]([OH:4])=[O:3] |f:0.1|. Procedure details: Sodium hydride (2.5 g, 60% oil dispersion) was washed with hexane, to make clean of the oil and dried under reduced pressure. Dimethylsulfoxide (25 ml) was added to it, and the mixture was heated under argon at 80° C. for 1 hour to produce dimsyl anions. The reaction solution was cooled at 10° C., and 5-carboxy-5,5-dimethylpentyltriphenylphosphonium bromide (8 g, 16 mmole) was added, followed by stirring at room temperature for another 10 minutes. A dimethylsulfoxide solution (5 ml) containing 3... The reactants are ClC1=NC(=NC=N1)NC1=CC(=CC=C1)CS(=O)(=O)C (4-chloro-N-{3-[(methylsulfonyl)methyl]phenyl}-1,3,5-triazin-2-amine), FC(COC1=C(C=CC=C1)B(O)O)(F)F ([2-(2,2,2-trifluoroethoxy)phenyl]boronic acid). The product is CS(=O)(=O)CC=1C=C(C=CC1)NC1=NC=NC(=N1)C1=C(C=CC=C1)OCC(F)(F)F (N-{3-[(Methylsulfonyl)methyl]phenyl}-4-[2-(2,2,2-trifluoroethoxy)phenyl]-1,3,5-triazin-2-amine). As a reaction SMILES: Cl[C:2]1[N:7]=[CH:6][N:5]=[C:4]([NH:8][C:9]2[CH:14]=[CH:13][CH:12]=[C:11]([CH2:15][S:16]([CH3:19])(=[O:18])=[O:17])[CH:10]=2)[N:3]=1.[F:20][C:21]([F:34])([F:33])[CH2:22][O:23][C:24]1[CH:29]=[CH:28][CH:27]=[CH:26][C:25]=1B(O)O>>[CH3:19][S:16]([CH2:15][C:11]1[CH:10]=[C:9]([NH:8][C:4]2[N:3]=[C:2]([C:25]3[CH:26]=[CH:27][CH:28]=[CH:29][C:24]=3[O:23][CH2:22][C:21]([F:20])([F:34])[F:33])[N:7]=[CH:6][N:5]=2)[CH:14]=[CH:13][CH:12]=1)(=[O:18])=[O:17]. Reported procedure: Example 16 was prepared under similar conditions as described in the preparation of Example 1 using crude 4-chloro-N-{3-[(methylsulfonyl)methyl]phenyl}-1,3,5-triazin-2-amine and [2-(2,2,2-trifluoroethoxy)phenyl]boronic acid (Combi-Blocks Inc.). The batch was purified by preparative HPLC: Reactants: BrC=1C(=C(SC1C)COC)C (4-bromo-3,5-dimethyl-2-methoxymethylthiophene), ice water, C(C)OCC (ethyl ether), solution, C(CCC)[Li] (n-butyl lithium). Solvent: CN(C=O)C (dimethylformamide). Conditions: temperature -70 celsius, time 15 minute. The product is CC=1SC(=C(C1C=O)C)COC (2,4-dimethyl-5-methoxymethylthiophene-3-carboxaldehyde). As a reaction SMILES: Br[C:2]1[C:3]([CH3:11])=[C:4]([CH2:8][O:9][CH3:10])[S:5][C:6]=1[CH3:7].[CH2:12]([O:14]CC)C.C([Li])CCC>CN(C)C=O>[CH3:7][C:6]1[S:5][C:4]([CH2:8][O:9][CH3:10])=[C:3]([CH3:11])[C:2]=1[CH:12]=[O:14]. Reported procedure: 15.5 G. of 4-bromo-3,5-dimethyl-2-methoxymethylthiophene was dissolved in 200 ml. of anhydrous ethyl ether under argon. The resulting solution was cooled to -70° C. and 22 ml. of a 2.4 M solution of n-butyl lithium was slowly added. The reaction mixture was warmed to -30° C. for 10 minutes and then cooled to -70° C. 7.3 G. of dimethylformamide was slowly added and reaction was warmed to room temperature for 14 hours. The resulting reaction mixture was poured into ice water, stirred for 15 minute...